Dataset: the Open Reaction Database (ORD), a public repository of structured organic reaction records. Task: describe an organic reaction: reactants, conditions, products, and yield The reactants are IC1=CC=C(N)C=C1 (4-iodoaniline), COCCO (2-methoxyethanol), C([O-])([O-])=O.[Cs+].[Cs+] (cesium carbonate), N1=CC=CC2=CC=C3C=CC=NC3=C12 (1,10-phenanthroline). The reagents and catalysts are [Cu](I)I (copper iodide). The solvent is C1(=CC=CC=C1)C (toluene). Yields the product COCCOC1=CC=C(C=C1)N (4-(2-Methoxy-ethoxy)-phenylamine). Yield: 5.3%. Reaction SMILES: I[C:2]1[CH:8]=[CH:7][C:5]([NH2:6])=[CH:4][CH:3]=1.[CH3:9][O:10][CH2:11][CH2:12][OH:13].C(=O)([O-])[O-].[Cs+].[Cs+].N1C2C(=CC=C3C=2N=CC=C3)C=CC=1>C1(C)C=CC=CC=1.[Cu](I)I>[CH3:9][O:10][CH2:11][CH2:12][O:13][C:2]1[CH:8]=[CH:7][C:5]([NH2:6])=[CH:4][CH:3]=1 |f:2.3.4|. Procedure: A mixture of 4-iodoaniline (219 mg, 1.0 mmol), 2-methoxyethanol (152 mg, 2.0 mmol), copper iodide (19.0 mg, 0.1 mmol), cesium carbonate (554 mg, 1.7 mmol) and 1,10-phenanthroline (36.0 mg, 0.2 mmol) was stirred in toluene (0.5 mL) at 110° C. overnight. The reaction was then cooled to RT and filtered through silica gel and washed with diethyl ether. The ether was removed in vacuo to obtain a crude solid. Purification by prep tlc (1:9 MeOH/DCM) afforded the title compound as a solid (8.9 mg, 5.3%)... Starting materials: Cc1c(C(=O)N2CCCCC2)c[nH]c1C=O, CCO, O=C1Cc2c(cccc2C2CCNCC2)N1. The product is Cc1c(C(=O)N2CCCCC2)c[nH]c1C=C1C(=O)Nc2cccc(C3CCNCC3)c21. Reaction SMILES: [CH3:17][c:18]1[c:19]([CH:31]=[O:32])[nH:20][cH:21][c:22]1[C:23](=[O:24])[N:25]1[CH2:26][CH2:27][CH2:28][CH2:29][CH2:30]1.[CH3:33][CH2:34][OH:35].[NH:1]1[CH2:2][CH2:3][CH:4]([c:7]2[c:8]3[c:12]([cH:13][cH:14][cH:15]2)[NH:11][C:10](=[O:16])[CH2:9]3)[CH2:5][CH2:6]1>>[NH:1]1[CH2:2][CH2:3][CH:4]([c:7]2[c:8]3[c:12]([cH:13][cH:14][cH:15]2)[NH:11][C:10](=[O:16])[C:9]3=[CH:31][c:19]2[c:18]([CH3:17])[c:22]([C:23](=[O:24])[N:25]3[CH2:26][CH2:27][CH2:28][CH2:29][CH2:30]3)[cH:21][nH:20]2)[CH2:5][CH2:6]1. Starting materials: C1OC2(C[C@@H]3CC[C@H]4[C@@H]5CC[C@@H]([C@@]5(C)CC[C@@H]4[C@]3([C@H](C2)C)C)O)OC1 (3,3-ethylenedioxy-1α-methyl-5α-androstan-17β-ol), [Cr](=O)(=O)([O-])O[Cr](=O)(=O)[O-].[NH+]1=CC=CC=C1.[NH+]1=CC=CC=C1 (pyridinium dichromate), C(C)(=O)OCC (ethyl acetate). Reagents/catalysts: [Cr] (chromium). Solvent: CN(C=O)C (dimethylformamide). The product is C1OC2(C[C@@H]3CC[C@H]4[C@@H]5CCC([C@@]5(C)CC[C@@H]4[C@]3([C@H](C2)C)C)=O)OC1 (3,3-ethylenedioxy-1α-methyl-5α-androstan-17-one). The yield is 100.6%. As a reaction SMILES: [CH2:1]1[CH2:25][O:24][C:3]2([CH2:20][C@H:19]([CH3:21])[C@@:18]3([CH3:22])[C@@H:5]([CH2:6][CH2:7][C@@H:8]4[C@@H:17]3[CH2:16][CH2:15][C@@:13]3([CH3:14])[C@H:9]4[CH2:10][CH2:11][C@@H:12]3[OH:23])[CH2:4]2)[O:2]1.[Cr](O[Cr]([O-])(=O)=O)([O-])(=O)=O.[NH+]1C=CC=CC=1.[NH+]1C=CC=CC=1.C(OCC)(=O)C>CN(C)C=O.[Cr]>[CH2:25]1[CH2:1][O:2][C:3]2([CH2:20][C@H:19]([CH3:21])[C@@:18]3([CH3:22])[C@@H:5]([CH2:6][CH2:7][C@@H:8]4[C@@H:17]3[CH2:16][CH2:15][C@@:13]3([CH3:14])[C@H:9]4[CH2:10][CH2:11][C:12]3=[O:23])[CH2:4]2)[O:24]1 |f:1.2.3|. Procedure: 35 g of 3,3-ethylenedioxy-1α-methyl-5α-androstan-17β-ol is stirred in 350 ml of dimethylformamide with 70 g of pyridinium dichromate for 17 hours at room temperature. The reaction solution is stirred into ten times the amount of ethyl acetate, then the thus-separated chromium salts are left behind by decanting, and the organic phase is washed with water. After drying and evaporation, 35 g of 3,3-ethylenedioxy-1α-methyl-5α-androstan-17-one is produced, mp 154° C. The product is C(=O)(O)[C@@H](CC1(CCCC1)C(=O)N[C@H](CC(=O)O)CCCC1=CC=C(C=C1)Cl)CCOC ((3S)-3-[({1-[(2S)-2-carboxy-4-methoxybutyl]cyclopentyl}carbonyl)amino]-6-(4-chlorophenyl)hexanoic Acid). Run in O1CCOCC1 (dioxan), [OH-].[Na+] (sodium hydroxide). The reactants are C(=O)(O)[C@@H](CC1(CCCC1)C(=O)N[C@H](CC(=O)OCC)CCCC1=CC=C(C=C1)Cl)CCOC (Ethyl (3S)-3-[({1-[(2S)-2-carboxy-4-methoxybutyl]cyclopentyl}carbonyl)amino]-6-(4-chlorophenyl)hexanoate). RXN SMILES: [C:1]([C@H:4]([CH2:31][CH2:32][O:33][CH3:34])[CH2:5][C:6]1([C:11]([NH:13][C@@H:14]([CH2:21][CH2:22][CH2:23][C:24]2[CH:29]=[CH:28][C:27]([Cl:30])=[CH:26][CH:25]=2)[CH2:15][C:16]([O:18]CC)=[O:17])=[O:12])[CH2:10][CH2:9][CH2:8][CH2:7]1)([OH:3])=[O:2]>O1CCOCC1.[OH-].[Na+]>[C:1]([C@H:4]([CH2:31][CH2:32][O:33][CH3:34])[CH2:5][C:6]1([C:11]([NH:13][C@@H:14]([CH2:21][CH2:22][CH2:23][C:24]2[CH:29]=[CH:28][C:27]([Cl:30])=[CH:26][CH:25]=2)[CH2:15][C:16]([OH:18])=[O:17])=[O:12])[CH2:7][CH2:8][CH2:9][CH2:10]1)([OH:3])=[O:2] |f:2.3|. Procedure details: A solution of the ester from example 52 (60 mg, 0.12 mmol) in dioxan (4 ml) and 1N sodium hydroxide (4 ml) was stirred at room temperature for 5 hours. The mixture was concentrated under reduced pressure and the residue partitioned between water (20 ml) and ethyl acetate (20 ml). The layers were separated, the aqueous acidified to pH 1 using hydrochloric acid, and this soluton then re-extracted with ethyl acetate (2×20 ml). These combined organic extracts were dried (MgSO4) and evaporated under ... Reactants: solution, C(CC)[Mg]Cl (propylmagnesium chloride), C(C)OCC (diethyl ether), [Cl-].[NH4+] (ammonium chloride), C1(=CC=CC=C1)C1OC2=CC=C(C=C2CC1)OC1CCC(CC1)=O (4-(2-phenyl-chroman-6-yloxy)-cyclohexanone). The solvent is O1CCCC1 (tetrahydrofuran). Reaction conditions: time 4 hour. The product is C1(=CC=CC=C1)C1OC2=CC=C(C=C2CC1)OC1CCC(CC1)(O)CCC (4-(2-Phenyl-chroman-6-yloxy)-1-propyl-cyclohexanol). As a reaction SMILES: [C:1]1([CH:7]2[CH2:16][CH2:15][C:14]3[C:9](=[CH:10][CH:11]=[C:12]([O:17][CH:18]4[CH2:23][CH2:22][C:21](=[O:24])[CH2:20][CH2:19]4)[CH:13]=3)[O:8]2)[CH:6]=[CH:5][CH:4]=[CH:3][CH:2]=1.[CH2:25]([Mg]Cl)[CH2:26][CH3:27].C(OCC)C.[Cl-].[NH4+]>O1CCCC1>[C:1]1([CH:7]2[CH2:16][CH2:15][C:14]3[C:9](=[CH:10][CH:11]=[C:12]([O:17][CH:18]4[CH2:23][CH2:22][C:21]([CH2:25][CH2:26][CH3:27])([OH:24])[CH2:20][CH2:19]4)[CH:13]=3)[O:8]2)[CH:2]=[CH:3][CH:4]=[CH:5][CH:6]=1 |f:3.4|. Reported procedure: 100 mg of 4-(2-phenyl-chroman-6-yloxy)-cyclohexanone were dissolved at room temperature in 5 ml of tetrahydrofuran. A 2M solution of propylmagnesium chloride in diethyl ether (0.31 ml, 2 eq) was added, and stirring at room temperature was continued for 4 h. The reaction was stopped by careful addition of saturated aqueous ammonium chloride solution. The aqueous layer was extracted with methyl tert-butyl ether. The organic layer was dried over sodium sulfate and filtered, and the solvent removed ...